Dataset: the Open Reaction Database (ORD), a public repository of structured organic reaction records. Task: describe an organic reaction: reactants, conditions, products, and yield Starting materials: C(CCC)C1=C(C=C(N=N1)O[C@@H]1CC[C@H](CC1)NC=O)C1=CC=C(C=C1)OC1CCCCC1 (trans-N-{4-[6-butyl-5-(4-cyclohexyloxy-phenyl)-pyridazin-3-yloxy]-cyclohexyl}-formamide). The solvent is C1CCOC1 (THF), C1CCOC1 (THF). Yields the product C(CCC)C1=C(C=C(N=N1)O[C@@H]1CC[C@H](CC1)NC)C1=CC=C(C=C1)OC1CCCCC1 (trans-{4-[6-butyl-5-(4-cyclohexyloxy-phenyl)-pyridazin-3-yloxy]-cyclohexyl}-methyl-amine). As a reaction SMILES: [CH2:1]([C:5]1[N:10]=[N:9][C:8]([O:11][C@H:12]2[CH2:17][CH2:16][C@H:15]([NH:18][CH:19]=O)[CH2:14][CH2:13]2)=[CH:7][C:6]=1[C:21]1[CH:26]=[CH:25][C:24]([O:27][CH:28]2[CH2:33][CH2:32][CH2:31][CH2:30][CH2:29]2)=[CH:23][CH:22]=1)[CH2:2][CH2:3][CH3:4]>C1COCC1>[CH2:1]([C:5]1[N:10]=[N:9][C:8]([O:11][C@H:12]2[CH2:13][CH2:14][C@H:15]([NH:18][CH3:19])[CH2:16][CH2:17]2)=[CH:7][C:6]=1[C:21]1[CH:22]=[CH:23][C:24]([O:27][CH:28]2[CH2:33][CH2:32][CH2:31][CH2:30][CH2:29]2)=[CH:25][CH:26]=1)[CH2:2][CH2:3][CH3:4]. Procedure: A solution of trans-N-{4-[6-butyl-5-(4-cyclohexyloxy-phenyl)-pyridazin-3-yloxy]-cyclohexyl}-formamide in anhydrous THF at 0° C. may be treated with borane-THF complex in THF (1 M, excess). The reaction may be allowed to come to room temperature and may be monitored by LCMS until the reaction is complete. The reaction may be quenched with MeOH and the solvents may be removed under reduced pressure. The crude product may be purified by flash chromatography using with 1-5% (2N NH3 in MeOH) in DCM t... The reactants are CS(C)=O, N#Cc1cc([N+](=O)[O-])ccc1Cl, [Na+], [OH-], O, Oc1ccc(Oc2ccccc2)cc1. Yields the product N#Cc1cc([N+](=O)[O-])ccc1Oc1ccc(Oc2ccccc2)cc1. Reaction SMILES: [CH3:30][S:31]([CH3:32])=[O:33].[Cl:17][c:18]1[c:19]([C:20]#[N:21])[cH:22][c:23]([N+:26](=[O:27])[O-:28])[cH:24][cH:25]1.[Na+:16].[OH-:15].[OH2:29].[OH:1][c:2]1[cH:3][cH:4][c:5]([O:6][c:7]2[cH:8][cH:9][cH:10][cH:11][cH:12]2)[cH:13][cH:14]1>>[O:1]([c:2]1[cH:3][cH:4][c:5]([O:6][c:7]2[cH:8][cH:9][cH:10][cH:11][cH:12]2)[cH:13][cH:14]1)[c:18]1[c:19]([C:20]#[N:21])[cH:22][c:23]([N+:26](=[O:27])[O-:28])[cH:24][cH:25]1. The reactants are CC[C@H]1CN2CC[C@H]1C[C@@H]2[C@H](C3=C4C=C(C=CC4=NC=C3)OC)OC5=NN=C(C6=CC=CC=C65)O[C@H]([C@H]7C[C@@H]8CCN7C[C@@H]8CC)C9=C1C=C(C=CC1=NC=C9)OC (Ad-Mix-β), CS(=O)(=O)N (methanesulfonamide), O (water), CON(C(C(=C)C)=O)C (N-methoxy-N-methylmethacrylamide). The product is O[C@](C(=O)N(C)OC)(CO)C ((S)-2,3-dihydroxy-N-methoxy-N,2-dimethylpropanamide). The yield is 118.0%. As a reaction SMILES: CC[C@@H]1[C@@H]2C[C@H]([C@@H](OC3C4C(=CC=CC=4)C(O[C@@H](C4C=CN=C5C=4C=C(OC)C=C5)[C@@H]4N5C[C@H](CC)[C@@H](CC5)C4)=NN=3)C3C=CN=C4C=3C=C([O:22]C)C=C4)N(CC2)C1.CS(N)(=O)=O.[CH3:64][O:65][N:66]([CH3:72])[C:67](=[O:71])[C:68]([CH3:70])=[CH2:69].[OH2:73]>>[OH:73][C@@:68]([CH3:70])([CH2:69][OH:22])[C:67]([N:66]([O:65][CH3:64])[CH3:72])=[O:71]. Reported procedure: A round bottom flask was charged with 3BuOH (850 mL), water (850 mL), Ad-Mix-β (230 g, 166 mmol) and methanesulfonamide (15.8 g, 166 mmol). The mixture was stirred at ambient temperature until both phases were clear (about 5 minutes) and then cooled to 0° C., after which orange salts precipitated. N-methoxy-N-methylmethacrylamide (21.5 g, 166 mmol) was added and the heterogeneous slurry was stirred vigorously 0° C. for 2 hours and warmed to ambient temperature and stirred for 24 hours. The react...